This data is from the Open Reaction Database (ORD), a public repository of structured organic reaction records. The task is: describe an organic reaction: reactants, conditions, products, and yield The reactants are CCCc1c(OCc2ccc(C(=O)OC)cc2)ccc(C(C)=O)c1O, CO, [Na+], [OH-]. The product is CCCc1c(OCc2ccc(C(=O)O)cc2)ccc(C(C)=O)c1O. Reaction SMILES: [CH3:1][O:2][C:3]([c:4]1[cH:5][cH:6][c:7]([CH2:10][O:11][c:12]2[c:13]([CH2:22][CH2:23][CH3:24])[c:14]([OH:21])[c:15]([C:18]([CH3:19])=[O:20])[cH:16][cH:17]2)[cH:8][cH:9]1)=[O:25].[CH3:28][OH:29].[Na+:27].[OH-:26]>>[O:2]=[C:3]([c:4]1[cH:5][cH:6][c:7]([CH2:10][O:11][c:12]2[c:13]([CH2:22][CH2:23][CH3:24])[c:14]([OH:21])[c:15]([C:18]([CH3:19])=[O:20])[cH:16][cH:17]2)[cH:8][cH:9]1)[OH:25]. The reactants are Cl (HCl), C(CCC)[Li] (n-Butyllithium), C([O-])([O-])=O.[Na+].[Na+] (sodium carbonate), Cl (HCl), BrC1=CC=C(C=C1)CCCN(C1CCC1)C1CCC1 (N-[3-(4-bromophenyl)propyl]-N,N-dicyclobutylamine), B(OC(C)C)(OC(C)C)OC(C)C (triisopropyl borate), NC=1C(=NC(=CN1)Br)C(=O)NC=1C=NC=CC1 (3-amino-6-bromo-N-pyridin-3-ylpyrazine-2-carboxamide). The reagents and catalysts are C1=CC=C(C=C1)P([C-]2C=CC=C2)C3=CC=CC=C3.C1=CC=C(C=C1)P([C-]2C=CC=C2)C3=CC=CC=C3.Cl[Pd]Cl.[Fe+2] (Pd(dppf)Cl2). The solvent is C(C)OCC (diethyl ether), O1CCCC1 (Tetrahydrofuran), C(Cl)Cl (methylene chloride), O1CCCC1 (tetrahydrofuran). Conditions: temperature -78 celsius, time 2 hour. Product: Cl.NC=1C(=NC(=CN1)C1=CC=C(C=C1)CCCN(C1CCC1)C1CCC1)C(=O)NC=1C=NC=CC1 (3-Amino-6-{4-[3-(dicyclobutylamino)propyl]phenyl}-N-pyridin-3-ylpyrazine-2-carboxamide Hydrochloride). Yield: 53.0%. RXN SMILES: C([Li])CCC.Br[C:7]1[CH:12]=[CH:11][C:10]([CH2:13][CH2:14][CH2:15][N:16]([CH:21]2[CH2:24][CH2:23][CH2:22]2)[CH:17]2[CH2:20][CH2:19][CH2:18]2)=[CH:9][CH:8]=1.B(OC(C)C)(OC(C)C)OC(C)C.[ClH:38].C(=O)([O-])[O-].[Na+].[Na+].[NH2:45][C:46]1[C:47]([C:53]([NH:55][C:56]2[CH:57]=[N:58][CH:59]=[CH:60][CH:61]=2)=[O:54])=[N:48][C:49](Br)=[CH:50][N:51]=1>O1CCCC1.C(Cl)Cl.C(OCC)C.C1C=CC(P(C2C=CC=CC=2)[C-]2C=CC=C2)=CC=1.C1C=CC(P(C2C=CC=CC=2)[C-]2C=CC=C2)=CC=1.Cl[Pd]Cl.[Fe+2]>[ClH:38].[NH2:45][C:46]1[C:47]([C:53]([NH:55][C:56]2[CH:57]=[N:58][CH:59]=[CH:60][CH:61]=2)=[O:54])=[N:48][C:49]([C:7]2[CH:12]=[CH:11][C:10]([CH2:13][CH2:14][CH2:15][N:16]([CH:21]3[CH2:24][CH2:23][CH2:22]3)[CH:17]3[CH2:20][CH2:19][CH2:18]3)=[CH:9][CH:8]=2)=[CH:50][N:51]=1 |f:4.5.6,11.12.13.14,15.16|. Procedure details: n-Butyllithium (0.97 mL, 1.55 mmol) was added dropwise over 20 min to a cooled (−78° C.) solution of N-[3-(4-bromophenyl)propyl]-N,N-dicyclobutylamine (0.10 g, 0.31 mmol) and triisopropyl borate (0.21 mL, 0.93 mmol) in anhydrous tetrahydrofuran (2 mL) under a nitrogen atmosphere. The reaction mixture was stirred for 2 h at −78° C. HCl (aq 3 M, 0.6 mL) was added to the reaction mixture and the mixture was allowed to warm to room temperature. Tetrahydrofuran (2 mL) was added, followed by sodium ca... Starting materials: ClC1=CN=CC(=N1)SC1=CC=C(C=C1)NC(=O)C1CC1 (N-(4-(6-chloropyrazin-2-ylthio)phenyl)cyclopropanecarboxamide), NC=1SC(=CN1)C (2-amino-5-methylthiazole), C1(=CC=CC=C1)P(C1=CC=CC=2C(C3=CC=CC(=C3OC12)P(C1=CC=CC=C1)C1=CC=CC=C1)(C)C)C1=CC=CC=C1 (4,5-bis(diphenylphosphino)-9,9-dimethylxanthene), C([O-])([O-])=O.[Na+].[Na+] (sodium carbonate). Reagents/catalysts: C=1C=CC(=CC1)/C=C/C(=O)/C=C/C2=CC=CC=C2.C=1C=CC(=CC1)/C=C/C(=O)/C=C/C2=CC=CC=C2.C=1C=CC(=CC1)/C=C/C(=O)/C=C/C2=CC=CC=C2.[Pd].[Pd] (tris(dibenzylideneacetone)dipalladium). Solvent: O1CCOCC1 (1,4-dioxan), C(C)(=O)OCC (ethyl acetate), O (Water). Conditions: temperature 120 celsius. The product is CC1=CN=C(S1)NC1=CN=CC(=N1)SC1=CC=C(C=C1)NC(=O)C1CC1 (N-(4-(6-(5-methylthiazol-2ylamino)pyrazin-2-ylthio)phenyl)cyclopropanecarboxamide). The yield is 13.5%. RXN SMILES: Cl[C:2]1[N:7]=[C:6]([S:8][C:9]2[CH:14]=[CH:13][C:12]([NH:15][C:16]([CH:18]3[CH2:20][CH2:19]3)=[O:17])=[CH:11][CH:10]=2)[CH:5]=[N:4][CH:3]=1.[NH2:21][C:22]1[S:23][C:24]([CH3:27])=[CH:25][N:26]=1.C1(P(C2C=CC=CC=2)C2C3OC4C(=CC=CC=4P(C4C=CC=CC=4)C4C=CC=CC=4)C(C)(C)C=3C=CC=2)C=CC=CC=1.C(=O)([O-])[O-].[Na+].[Na+]>O1CCOCC1.C1C=CC(/C=C/C(/C=C/C2C=CC=CC=2)=O)=CC=1.C1C=CC(/C=C/C(/C=C/C2C=CC=CC=2)=O)=CC=1.C1C=CC(/C=C/C(/C=C/C2C=CC=CC=2)=O)=CC=1.[Pd].[Pd].C(OCC)(=O)C.O>[CH3:27][C:24]1[S:23][C:22]([NH:21][C:2]2[N:7]=[C:6]([S:8][C:9]3[CH:14]=[CH:13][C:12]([NH:15][C:16]([CH:18]4[CH2:20][CH2:19]4)=[O:17])=[CH:11][CH:10]=3)[CH:5]=[N:4][CH:3]=2)=[N:26][CH:25]=1 |f:3.4.5,7.8.9.10.11|. Procedure: To a solution of N-(4-(6-chloropyrazin-2-ylthio)phenyl)cyclopropanecarboxamide (0.82 mmol) and 2-amino-5-methylthiazole (0.86 mmol) in 1,4-dioxan (3 mL), 4,5-bis(diphenylphosphino)-9,9-dimethylxanthene (0.05 mmol), tris(dibenzylideneacetone)dipalladium (0.03 mmol) and sodium carbonate (1.15 mmol) were added. The resulting solution was heated at 120° C. in the microwave (175 W, 25 psi) for 3 h. Water (10 mL) and ethyl acetate (10 mL) were added and the layers separated. The aqueous layer was extr... Reactants: C(C)(=O)O[C@@H](CC#CCOC(C)OCC)C (5-(R)-acetoxy-1-ethoxyethoxy-2-hexyne), [H][H] (hydrogen). Reagents/catalysts: [Ni] (Raney nickel). The solvent is C(C)O (ethanol). The product is C(C)(=O)O[C@@H](CCCCOC(C)OCC)C (5-(R)-acetoxy-1-ethoxyethoxyhexane). Isolated yield 101.3%. As a reaction SMILES: [C:1]([O:4][C@H:5]([CH3:16])[CH2:6][C:7]#[C:8][CH2:9][O:10][CH:11]([O:13][CH2:14][CH3:15])[CH3:12])(=[O:3])[CH3:2].[H][H]>[Ni].C(O)C>[C:1]([O:4][C@H:5]([CH3:16])[CH2:6][CH2:7][CH2:8][CH2:9][O:10][CH:11]([O:13][CH2:14][CH3:15])[CH3:12])(=[O:3])[CH3:2]. Reported procedure: Alternatively, hydrogenation was run using a mixture of Raney nickel (10 g of slurry) and 5-(R)-acetoxy-1-ethoxyethoxy-2-hexyne (40 g, 0.17 mole) in ethanol (100 ml). The mixture was shaken with hydrogen gas (60 psi) on a Parr shaker for 5 hours. After filtration of the catalyst, the filtrate was evaporated under vacuum. Residual oil was dissolved in hexanes (100 ml) and the mixture was filtered to remove suspended particles. Evaporation of the solvent under reduced pressure provided 5-(R)-aceto... Reactants: Cc1ccccc1, COCCOc1cc2nccc(Oc3ccc(N)cc3)c2cc1C#N, O=C=Nc1ccccc1. Product: COCCOc1cc2nccc(Oc3ccc(NC(=O)Nc4ccccc4)cc3)c2cc1C#N. As a reaction SMILES: [CH3:35][c:36]1[cH:37][cH:38][cH:39][cH:40][cH:41]1.[NH2:1][c:2]1[cH:3][cH:4][c:5]([O:6][c:7]2[cH:8][cH:9][n:10][c:11]3[cH:12][c:13]([O:19][CH2:20][CH2:21][O:22][CH3:23])[c:14]([C:17]#[N:18])[cH:15][c:16]23)[cH:24][cH:25]1.[O:26]=[C:27]=[N:28][c:29]1[cH:30][cH:31][cH:32][cH:33][cH:34]1>>[NH:1]([c:2]1[cH:3][cH:4][c:5]([O:6][c:7]2[cH:8][cH:9][n:10][c:11]3[cH:12][c:13]([O:19][CH2:20][CH2:21][O:22][CH3:23])[c:14]([C:17]#[N:18])[cH:15][c:16]23)[cH:24][cH:25]1)[C:27](=[O:26])[NH:28][c:29]1[cH:30][cH:31][cH:32][cH:33][cH:34]1. Starting materials: BrC=1C=C(C=C(C1)F)[C@@H]1N(C(OC1)(C)C)C(=O)OC(C)(C)C ((5)-tert-butyl 4-(3-bromo-5-fluorophenyl)-2,2-dimethyloxazolidine-3-carboxylate), CCN(C(C)C)C(C)C (DIEA), C[S-].[Na+] (sodium methanethiolate), CCOC(=O)C (EtOAc). Reagents/catalysts: C=1C=CC(=CC1)/C=C/C(=O)/C=C/C2=CC=CC=C2.C=1C=CC(=CC1)/C=C/C(=O)/C=C/C2=CC=CC=C2.C=1C=CC(=CC1)/C=C/C(=O)/C=C/C2=CC=CC=C2.[Pd].[Pd] (Pd2(dba)3), CC1(C2=C(C(=CC=C2)P(C3=CC=CC=C3)C4=CC=CC=C4)OC5=C(C=CC=C51)P(C6=CC=CC=C6)C7=CC=CC=C7)C (Xantphos). Run in C1(=CC=CC=C1)C (toluene). Run at temperature 110 celsius. Yields the product FC=1C=C(C=C(C1)SC)[C@@H]1N(C(OC1)(C)C)C(=O)OC(C)(C)C ((S)-tert-butyl 4-(3-fluoro-5-(methylthio)phenyl)-2,2-dimethyloxazolidine-3-carboxylate). Yield: 101.5%. Reaction SMILES: Br[C:2]1[CH:3]=[C:4]([C@H:9]2[CH2:13][O:12][C:11]([CH3:15])([CH3:14])[N:10]2[C:16]([O:18][C:19]([CH3:22])([CH3:21])[CH3:20])=[O:17])[CH:5]=[C:6]([F:8])[CH:7]=1.CCN(C(C)C)C(C)C.[CH3:32][S-:33].[Na+].CCOC(C)=O>C1(C)C=CC=CC=1.C1C=CC(/C=C/C(/C=C/C2C=CC=CC=2)=O)=CC=1.C1C=CC(/C=C/C(/C=C/C2C=CC=CC=2)=O)=CC=1.C1C=CC(/C=C/C(/C=C/C2C=CC=CC=2)=O)=CC=1.[Pd].[Pd].CC1(C)C2C(=C(P(C3C=CC=CC=3)C3C=CC=CC=3)C=CC=2)OC2C(P(C3C=CC=CC=3)C3C=CC=CC=3)=CC=CC1=2>[F:8][C:6]1[CH:5]=[C:4]([C@H:9]2[CH2:13][O:12][C:11]([CH3:15])([CH3:14])[N:10]2[C:16]([O:18][C:19]([CH3:22])([CH3:21])[CH3:20])=[O:17])[CH:3]=[C:2]([S:33][CH3:32])[CH:7]=1 |f:2.3,6.7.8.9.10|. Procedure: A mixture of Xantphos (13.91 mg, 0.024 mmol), Pd2(dba)3 (22.02 mg, 0.024 mmol), (5)-tert-butyl 4-(3-bromo-5-fluorophenyl)-2,2-dimethyloxazolidine-3-carboxylate (300 mg, 0.802 mmol), DIEA (700 μl, 4.01 mmol) and sodium methanethiolate (112 mg, 1.603 mmol) in toluene (2.6 mL) was microwave heated at 110° C. for 18 min. EtOAc was added, and washed with sat NaHCO3, water, and brine. The mixture was filtered off, concentrated and purified with flash chromatography eluting with 0-60% of EtOAc/heptane ... Reactants: [I-].[Na+] (sodium iodide), CC(CC(=O)OC(C(C)C)Cl)C (1-chloro-2-methylpropyl 3-methylbutyrate), ice water. Run in C(C)#N (Acetonitrile). Conditions: time 40 minute. Product: CC(CC(=O)OC(C(C)C)I)C (1-iodo-2-methylpropyl 3-methylbutyrate). Yield: 56.5%. As a reaction SMILES: [I-:1].[Na+].[CH3:3][CH:4]([CH3:14])[CH2:5][C:6]([O:8][CH:9](Cl)[CH:10]([CH3:12])[CH3:11])=[O:7]>C(#N)C>[CH3:3][CH:4]([CH3:14])[CH2:5][C:6]([O:8][CH:9]([I:1])[CH:10]([CH3:12])[CH3:11])=[O:7] |f:0.1|. Procedure: Acetonitrile (200 ml) is warmed to 60° C. and in this solvent is dissolved 35 g of sodium iodide. To this solution is added 12 g of 1-chloro-2-methylpropyl 3-methylbutyrate as obtained by the above procedure (a), and the mixture is stirred for 40 minutes, poured into 500 ml of ice water and extracted with hexane. The extract is washed with water and then with 5% aqueous sodium thiosulfate and dried over anhydrous magnesium sulfate. The solvent is then distilled off under reduced pressure to give...